Dataset: the Open Reaction Database (ORD), a public repository of structured organic reaction records. Task: describe an organic reaction: reactants, conditions, products, and yield Starting materials: [OH-].[Na+] (sodium hydroxide), C(C)OC(COC1=CC2=C(SC(=C2C)C)C(=C1Cl)Cl)=O (ethyl[(6,7-dichloro-2,3-dimethylbenzo[b]thien-5-yl)oxy]acetate), Cl (hydrochloric acid). Run in C(C)O (ethanol). Conditions: time 3 hour. The product is ClC=1C(=CC2=C(SC(=C2C)C)C1Cl)OCC(=O)O ([(6,7-dichloro-2,3-dimethylbenzo[b]thien-5-yl)oxy]acetic acid). Isolated yield 84.9%. Reaction SMILES: C([O:3][C:4](=[O:20])[CH2:5][O:6][C:7]1[C:17]([Cl:18])=[C:16]([Cl:19])[C:10]2[S:11][C:12]([CH3:15])=[C:13]([CH3:14])[C:9]=2[CH:8]=1)C.[OH-].[Na+].Cl>C(O)C>[Cl:18][C:17]1[C:7]([O:6][CH2:5][C:4]([OH:20])=[O:3])=[CH:8][C:9]2[C:13]([CH3:14])=[C:12]([CH3:15])[S:11][C:10]=2[C:16]=1[Cl:19] |f:1.2|. Procedure: To a mixture of 22.0 g of ethyl[(6,7-dichloro-2,3-dimethylbenzo[b]thien-5-yl)oxy]acetate and 600 ml of 95% ethanol is added 600 ml of 20% sodium hydroxide solution and the mixture is refluxed for 2 hrs. Most of the solvent is removed in vacuo to give a white slurry to which is added 600 ml of a 6N hydrochloric acid. After stirring for about 3 hrs, the mixture is filtered. The solid is taken up in 1:1-ethyl acetate-ethyl ether. The organic layers are washed, dried and filtered and the solvent is ... The reactants are CCC(=NOCc1ccccc1)C(=O)C(=O)N1CCOCC1, COc1ccc(CNN)cc1, CC(=O)[O-], CC(=O)O, CC(C)O, Cl, [Na+]. Yields the product CCC(=NOCc1ccccc1)C(=NNCc1ccc(OC)cc1)C(=O)N1CCOCC1. As a reaction SMILES: [CH2:1]([c:2]1[cH:3][cH:4][cH:5][cH:6][cH:7]1)[O:8][N:9]=[C:10]([C:11]([C:12](=[O:13])[N:14]1[CH2:15][CH2:16][O:17][CH2:18][CH2:19]1)=[O:20])[CH2:21][CH3:22].[CH3:24][O:25][c:26]1[cH:27][cH:28][c:29]([CH2:30][NH:31][NH2:32])[cH:33][cH:34]1.[CH3:36][C:37](=[O:38])[O-:39].[CH3:40][C:41](=[O:42])[OH:43].[CH3:44][CH:45]([OH:46])[CH3:47].[ClH:23].[Na+:35]>>[CH2:1]([c:2]1[cH:3][cH:4][cH:5][cH:6][cH:7]1)[O:8][N:9]=[C:10]([C:11]([C:12](=[O:13])[N:14]1[CH2:15][CH2:16][O:17][CH2:18][CH2:19]1)=[N:32][NH:31][CH2:30][c:29]1[cH:28][cH:27][c:26]([O:25][CH3:24])[cH:34][cH:33]1)[CH2:21][CH3:22].